describe an organic reaction: reactants, conditions, products, and yield From a dataset of the Open Reaction Database (ORD), a public repository of structured organic reaction records. The reactants are C(C)(C)(C)OC(N[C@]([C@@H](C)OP(=O)(OC(C)(C)C)OC(C)(C)C)(C)CCC1=CC=C(C=C1)OCCCCCCC)=O ({(1R,2R)-2-(Di-tert-butoxy-phosphoryloxy)-1-[2-(4-heptyloxy-phenyl)-ethyl]-1-methyl-propyl}-carbamic acid tert-butyl ester). Run in Cl (HCl), CO (methanol). Reaction conditions: time 24 hour. Product: N[C@@]([C@@H](C)OP(O)(O)=O)(CCC1=CC=C(C=C1)OCCCCCCC)C (Phosphoric acid mono-[(1R,2R)-2-amino-4-(4-heptyloxy-phenyl)-1,2-dimethyl-butyl]ester). RXN SMILES: C(OC(=O)[NH:7][C@@:8]([CH2:25][CH2:26][C:27]1[CH:32]=[CH:31][C:30]([O:33][CH2:34][CH2:35][CH2:36][CH2:37][CH2:38][CH2:39][CH3:40])=[CH:29][CH:28]=1)([CH3:24])[C@H:9]([O:11][P:12]([O:19]C(C)(C)C)([O:14]C(C)(C)C)=[O:13])[CH3:10])(C)(C)C>Cl.CO>[NH2:7][C@:8]([CH3:24])([CH2:25][CH2:26][C:27]1[CH:28]=[CH:29][C:30]([O:33][CH2:34][CH2:35][CH2:36][CH2:37][CH2:38][CH2:39][CH3:40])=[CH:31][CH:32]=1)[C@H:9]([O:11][P:12](=[O:13])([OH:19])[OH:14])[CH3:10]. Reported procedure: {(1R,2R)-2-(Di-tert-butoxy-phosphoryloxy)-1-[2-(4-heptyloxy-phenyl)-ethyl]-1-methyl-propyl}-carbamic acid tert-butyl ester (40 mg, 0.067 mMol) is dissolved in a saturated solution of HCl in methanol (5 ml) and stirred at RT for 24 hours. The solvent is evaporated under reduced pressure. Lyophilisation from dioxane/H2O (3:1) gives the title compound as a white, amorphous powder. Starting materials: CCCCOCCOc1ccc(-c2ccc3c(c2)C=C(C(=O)OC)CCN3Cc2cncs2)cc1, C1CCOC1, Cl, [Na+], [OH-]. The product is CCCCOCCOc1ccc(-c2ccc3c(c2)C=C(C(=O)O)CCN3Cc2cncs2)cc1. Reaction SMILES: [CH2:1]([CH2:2][CH2:3][CH3:4])[O:5][CH2:6][CH2:7][O:8][c:9]1[cH:10][cH:11][c:12](-[c:15]2[cH:16][cH:17][c:18]3[c:19]([cH:35]2)[CH:20]=[C:21]([C:31](=[O:32])[O:33][CH3:34])[CH2:22][CH2:23][N:24]3[CH2:25][c:26]2[cH:27][n:28][cH:29][s:30]2)[cH:13][cH:14]1.[CH2:39]1[O:40][CH2:41][CH2:42][CH2:43]1.[ClH:38].[Na+:37].[OH-:36]>>[CH2:1]([CH2:2][CH2:3][CH3:4])[O:5][CH2:6][CH2:7][O:8][c:9]1[cH:10][cH:11][c:12](-[c:15]2[cH:16][cH:17][c:18]3[c:19]([cH:35]2)[CH:20]=[C:21]([C:31](=[O:32])[OH:33])[CH2:22][CH2:23][N:24]3[CH2:25][c:26]2[cH:27][n:28][cH:29][s:30]2)[cH:13][cH:14]1. Reactants: CC(C)(C)OC(=O)NC1CN(C(C(=O)O)c2ccc(OC(=O)OC(C)(C)C)cc2)C1=O, C1COCCO1, [N-]=[N+]=C(c1ccccc1)c1ccccc1. Yields the product CC(C)(C)OC(=O)NC1CN(C(C(=O)OC(c2ccccc2)c2ccccc2)c2ccc(OC(=O)OC(C)(C)C)cc2)C1=O. As a reaction SMILES: [C:1]([CH3:2])([CH3:3])([CH3:4])[O:5][C:6](=[O:7])[NH:8][CH:9]1[C:10](=[O:31])[N:11]([CH:13]([C:14](=[O:15])[OH:16])[c:17]2[cH:18][cH:19][c:20]([O:23][C:24](=[O:25])[O:26][C:27]([CH3:28])([CH3:29])[CH3:30])[cH:21][cH:22]2)[CH2:12]1.[O:47]1[CH2:48][CH2:49][O:50][CH2:51][CH2:52]1.[c:32]1([C:38](=[N+:39]=[N-:40])[c:41]2[cH:42][cH:43][cH:44][cH:45][cH:46]2)[cH:33][cH:34][cH:35][cH:36][cH:37]1>>[C:1]([CH3:2])([CH3:3])([CH3:4])[O:5][C:6](=[O:7])[NH:8][CH:9]1[C:10](=[O:31])[N:11]([CH:13]([C:14](=[O:15])[O:16][CH:38]([c:32]2[cH:33][cH:34][cH:35][cH:36][cH:37]2)[c:41]2[cH:42][cH:43][cH:44][cH:45][cH:46]2)[c:17]2[cH:18][cH:19][c:20]([O:23][C:24](=[O:25])[O:26][C:27]([CH3:28])([CH3:29])[CH3:30])[cH:21][cH:22]2)[CH2:12]1. Reactants: BrB(Br)Br, CCc1nn(CC(=O)O)c(CC)c1Cc1cc(C)c(OC)c2c1CCC2, ClCCl, O. Product: CCc1nn(CC(=O)O)c(CC)c1Cc1cc(C)c(O)c2c1CCC2. RXN SMILES: [B:27]([Br:28])([Br:29])[Br:30].[CH2:1]([CH3:2])[c:3]1[n:4][n:5]([CH2:23][C:24](=[O:25])[OH:26])[c:6]([CH2:21][CH3:22])[c:7]1[CH2:8][c:9]1[c:10]2[c:14]([c:15]([O:19][CH3:20])[c:16]([CH3:18])[cH:17]1)[CH2:13][CH2:12][CH2:11]2.[CH2:32]([Cl:33])[Cl:34].[OH2:31]>>[CH2:1]([CH3:2])[c:3]1[n:4][n:5]([CH2:23][C:24](=[O:25])[OH:26])[c:6]([CH2:21][CH3:22])[c:7]1[CH2:8][c:9]1[c:10]2[c:14]([c:15]([OH:19])[c:16]([CH3:18])[cH:17]1)[CH2:13][CH2:12][CH2:11]2. Starting materials: C(C1=CC=CC=C1)OCC(=O)N1CCNCC1 (N-Benzyloxyacetyl-piperazine), ClC1=NC=CC(=C1)CCl (2-chloro-4-(chloro-methyl)pyridine), C(=O)([O-])[O-].[K+].[K+] (K2CO3). Run in CN(C)C=O (DMF). Run at time 1 hour. The product is ClC1=NC=CC(=C1)CN1CCN(CC1)C(COCC1=CC=CC=C1)=O (1-(2-Chloropyridin-4-ylmethyl)-4-benzyloxyacetylpiperazine). RXN SMILES: [CH2:1]([O:8][CH2:9][C:10]([N:12]1[CH2:17][CH2:16][NH:15][CH2:14][CH2:13]1)=[O:11])[C:2]1[CH:7]=[CH:6][CH:5]=[CH:4][CH:3]=1.[Cl:18][C:19]1[CH:24]=[C:23]([CH2:25]Cl)[CH:22]=[CH:21][N:20]=1.C([O-])([O-])=O.[K+].[K+]>CN(C=O)C>[Cl:18][C:19]1[CH:24]=[C:23]([CH2:25][N:15]2[CH2:14][CH2:13][N:12]([C:10](=[O:11])[CH2:9][O:8][CH2:1][C:2]3[CH:3]=[CH:4][CH:5]=[CH:6][CH:7]=3)[CH2:17][CH2:16]2)[CH:22]=[CH:21][N:20]=1 |f:2.3.4|. Procedure details: N-Benzyloxyacetyl-piperazine (1.0 equiv) was mixed with the compound 2-chloro-4-(chloro-methyl)pyridine (1.0 equiv) and K2CO3 (4 equiv) in DMF. The mixture was stirred for 1 h at rt. After removing most of the solvent, the residue was partitioned in water and EtOAc. The organic layer was separated, dried over anhydrous Na2SO4, and evaporated in vacuo. The residue was purified by flash chromatography to give the title compound as a solid.